Dataset: the Open Reaction Database (ORD), a public repository of structured organic reaction records. Task: describe an organic reaction: reactants, conditions, products, and yield Starting materials: [OH-].[Na+].CCO (NaOH EtOH), COC1=CC=C(OC2=C(C(=O)OCC)C(=CC=C2)OC2=CC3=C(C=C2)OCO3)C=C1 (ethyl 2-(4-methoxyphenoxy)-6-[3,4-(methylenedioxy)phenoxy]benzoate). Product: COC1=CC=C(OC2=C(C(=O)O)C(=CC=C2)OC2=CC3=C(C=C2)OCO3)C=C1 (2-(4-methoxyphenoxy)-6-[3,4-(methylenedioxy)phenoxy]benzoic acid). Yield: 80.9%. RXN SMILES: [OH-].[Na+].CCO.[CH3:6][O:7][C:8]1[CH:35]=[CH:34][C:11]([O:12][C:13]2[CH:23]=[CH:22][CH:21]=[C:20]([O:24][C:25]3[CH:30]=[CH:29][C:28]4[O:31][CH2:32][O:33][C:27]=4[CH:26]=3)[C:14]=2[C:15]([O:17]CC)=[O:16])=[CH:10][CH:9]=1>>[CH3:6][O:7][C:8]1[CH:9]=[CH:10][C:11]([O:12][C:13]2[CH:23]=[CH:22][CH:21]=[C:20]([O:24][C:25]3[CH:30]=[CH:29][C:28]4[O:31][CH2:32][O:33][C:27]=4[CH:26]=3)[C:14]=2[C:15]([OH:17])=[O:16])=[CH:34][CH:35]=1 |f:0.1.2|. Procedure: NaOH/EtOH (0.5 M) was added to ethyl 2-(4-methoxyphenoxy)-6-[3,4-(methylenedioxy)phenoxy]benzoate (175 mg, 0.429 mmol) at 25° C. The mixture (solid and solution) was heated under reflux for 20 hr. until TLC indicated the absence of starting material and the formation of a polar material. The solvent was evaporated and the residue was diluted with H2O (7 ml, pH≈7.5) and extracted with EtOAc (2×7 ml) to give 132 mg 2-(4-methoxyphenoxy)-6-[3,4-(methylenedioxy)phenoxy]benzoic acid as a yellow foam w... Starting materials: 669, ClCl (chlorine), BrC1=C(C(=CC(=C1)C1=C2C=CC=CC2=C(C2=C1C1=C(S2)C=CC=C1)Cl)Br)O (2,6-Dibromo-4-(6-chloro-benzo[b]naphtho[2,3-d]thiophen-11-yl)-phenol), O[C@H](C(=O)OC)CC1=CC=CC=C1 ((S)-2-Hydroxy-3-phenylpropionic acid, methyl ester), 663, BrBr (bromine), 667. Solvent: C(Cl)(Cl)Cl (CHCl3). Product: BrC1=C(O[C@@H](C(=O)O)CC2=CC=CC=C2)C(=CC(=C1)C1=C2C=CC=CC2=C(C2=C1C1=C(S2)C=CC=C1)Cl)Br ((R)-2-{ 2,6-Dibromo-4-(6-chloro-benzo[b]naphtho[2,3-d]thiophen-11-yl)-phenoxy}-3-phenyl-propionic acid). Reaction SMILES: [Br:1][C:2]1[CH:7]=[C:6]([C:8]2[C:17]3[C:18]4[CH:24]=[CH:23][CH:22]=[CH:21][C:19]=4[S:20][C:16]=3[C:15]([Cl:25])=[C:14]3[C:9]=2[CH:10]=[CH:11][CH:12]=[CH:13]3)[CH:5]=[C:4]([Br:26])[C:3]=1[OH:27].O[C@@H:29]([CH2:34][C:35]1[CH:40]=[CH:39][CH:38]=[CH:37][CH:36]=1)[C:30]([O:32]C)=[O:31].BrBr.ClCl>C(Cl)(Cl)Cl>[Br:26][C:4]1[CH:5]=[C:6]([C:8]2[C:17]3[C:18]4[CH:24]=[CH:23][CH:22]=[CH:21][C:19]=4[S:20][C:16]=3[C:15]([Cl:25])=[C:14]3[C:9]=2[CH:10]=[CH:11][CH:12]=[CH:13]3)[CH:7]=[C:2]([Br:1])[C:3]=1[O:27][C@H:29]([CH2:34][C:35]1[CH:40]=[CH:39][CH:38]=[CH:37][CH:36]=1)[C:30]([OH:32])=[O:31]. Reported procedure: Prepared from of 2,6-dibromo-4-(6-chloro-benzo[b]naphtho[2,3-d]thiophen-11 -yl)-phenol (Example 60) and (S)-2-hydroxy-3-phenylpropionic acid, methyl ester (Example 96). White solid: [a]25/D=+19.63° (8.805 mg/mL, CHCl3); NMR (DMSO-d 6); δ13.25-13.22 (broad singlet, 1 H), 8.32 (d, J=8 Hz, 1 H,), 8.70 (d, J=8 Hz, 1 H), 7.81-7.79 (ddd, J=8,7, 1 Hz, 1 H), 7.79 (dd, J 10, 2 Hz, 2 H), 7.64 (ddd, J=8,7, 1 Hz, 1 H), 7.58-7.49 (m, 2 H), 7.42-7.32 (m, 4 H, ), 7.29-7.24 (m, 2 H), 6.66 (d, J=8 Hz, 1 H), 5.32... Reactants: C(C1=CC=CC=C1)(=O)Cl (benzoyl chloride), OCCOCN1C(=S)NC(=O)C=C1C1=CC=CC=C1 (1-[(2-hydroxyethoxy)methyl]-6-phenylthiouracil), C(C)(=O)OCC (ethyl acetate). The solvent is N1=CC=CC=C1 (pyridine). The product is C(C1=CC=CC=C1)(=O)OCCOCN1C(=S)NC(=O)C=C1C1=CC=CC=C1 (1-[(2-benzoyloxyethoxy)methyl]-6-phenylthiouracil). Isolated yield 88.9%. As a reaction SMILES: [OH:1][CH2:2][CH2:3][O:4][CH2:5][N:6]1[C:13]([C:14]2[CH:19]=[CH:18][CH:17]=[CH:16][CH:15]=2)=[CH:12][C:10](=[O:11])[NH:9][C:7]1=[S:8].[C:20](Cl)(=[O:27])[C:21]1[CH:26]=[CH:25][CH:24]=[CH:23][CH:22]=1.C(OCC)(=O)C>N1C=CC=CC=1>[C:20]([O:1][CH2:2][CH2:3][O:4][CH2:5][N:6]1[C:13]([C:14]2[CH:19]=[CH:18][CH:17]=[CH:16][CH:15]=2)=[CH:12][C:10](=[O:11])[NH:9][C:7]1=[S:8])(=[O:27])[C:21]1[CH:26]=[CH:25][CH:24]=[CH:23][CH:22]=1. Reported procedure: An amount of 294 mg (1 mmol) of 1-[(2-hydroxyethoxy)methyl]-6-phenylthiouracil was dissolved in 5 ml pyridine. To this solution 0.17 ml (1.5 mmol) of benzoyl chloride was added and the reaction mixture was allowed to react at room temperature for 2 hours. After the reaction, it was distributed between ethyl acetate and aqueous layers, and the said ethyl acetate layer then concentrated to dryness. The residue was crystallized from toluene to obtain 340 mg of 1-[(2-benzoyloxyethoxy)methyl]-6-pheny... The product is Cc1cc(C(O)(C(F)(F)F)C(F)(F)F)cc(C)c1NCCN. Reaction SMILES: [CH3:25][CH2:26][OH:27].[Cl:2][CH2:3][CH2:4][NH:5][c:6]1[c:7]([CH3:23])[cH:8][c:9]([C:13]([C:14]([F:15])([F:16])[F:17])([C:18]([F:19])([F:20])[F:21])[OH:22])[cH:10][c:11]1[CH3:12].[ClH:1].[NH3:24]>>[CH2:3]([CH2:4][NH:5][c:6]1[c:7]([CH3:23])[cH:8][c:9]([C:13]([C:14]([F:15])([F:16])[F:17])([C:18]([F:19])([F:20])[F:21])[OH:22])[cH:10][c:11]1[CH3:12])[NH2:24]. Reactants: CCO, Cc1cc(C(O)(C(F)(F)F)C(F)(F)F)cc(C)c1NCCCl, Cl, N.